Task: describe an organic reaction: reactants, conditions, products, and yield. Dataset: the Open Reaction Database (ORD), a public repository of structured organic reaction records Starting materials: CC(=O)[O-], CC(=O)CC(C)=O, CC(=O)O, Cl, Nc1ccc(F)cc1F, O=N[O-], [Na+], [Na+], O. The product is CC(=O)C(=NNc1ccc(F)cc1F)C(C)=O. RXN SMILES: [CH3:15][C:16](=[O:17])[O-:18].[CH3:19][C:20](=[O:21])[CH2:22][C:23]([CH3:24])=[O:25].[CH3:26][C:27](=[O:28])[OH:29].[ClH:30].[F:1][c:2]1[c:3]([NH2:4])[cH:5][cH:6][c:7]([F:9])[cH:8]1.[N:10]([O-:11])=[O:12].[Na+:13].[Na+:14].[OH2:31]>>[F:1][c:2]1[c:3]([NH:4][N:10]=[C:22]([C:20]([CH3:19])=[O:21])[C:23]([CH3:24])=[O:25])[cH:5][cH:6][c:7]([F:9])[cH:8]1. Yield: 181.3%. Conditions: temperature 80 celsius. RXN SMILES: [OH:1][C:2]1[CH:18]=[CH:17][C:5]2[C:6](=[O:16])[C:7]([C:10]3[CH:15]=[CH:14][CH:13]=[CH:12][CH:11]=3)=[CH:8][O:9][C:4]=2[CH:3]=1.Br[CH:20]([CH3:26])[C:21]([O:23][CH2:24][CH3:25])=[O:22].C(=O)([O-])[O-].[K+].[K+]>CN(C)C=O>[CH2:24]([O:23][C:21]([CH:20]([O:1][C:2]1[CH:18]=[CH:17][C:5]2[C:6](=[O:16])[C:7]([C:10]3[CH:15]=[CH:14][CH:13]=[CH:12][CH:11]=3)=[CH:8][O:9][C:4]=2[CH:3]=1)[CH3:26])=[O:22])[CH3:25] |f:2.3.4|. Product: C(C)OC(=O)C(C)OC1=CC2=C(C(C(=CO2)C2=CC=CC=C2)=O)C=C1 (7-(1-ethoxycarbonylethyl)oxy-3-phenyl-4H-1-benzopyran-4-one). Reactants: ice water, OC1=CC2=C(C(C(=CO2)C2=CC=CC=C2)=O)C=C1 (7-hydroxy-3-phenyl-4H-1-benzopyran-4-one), BrC(C(=O)OCC)C (ethyl 2-bromopropionate), C([O-])([O-])=O.[K+].[K+] (potassium carbonate). Procedure: A mixture of 40 g of 7-hydroxy-3-phenyl-4H-1-benzopyran-4-one, 46 g of ethyl 2-bromopropionate, 250 ml of dimethylformamide and 46.5 g of potassium carbonate was stirred well with heating at 80° C. for 2 hours and poured into 270 ml of ice water. The resulting crystalline precipitate was collected by filtration and recrystallized from ethyl acetate-ethanol to give 103 g of 7-(1-ethoxycarbonylethyl)oxy-3-phenyl-4H-1-benzopyran-4-one as white crystals. m.p. 165°-166° C. Solvent: CN(C=O)C (dimethylformamide). Reactants: Cc1cc(O)cc(O)c1, Cc1ccc(-c2nc(Cl)nc(-c3ccc(C)cc3C)n2)c(C)c1. The product is Cc1ccc(-c2nc(-c3ccc(C)cc3C)nc(-c3c(C)cc(O)cc3O)n2)c(C)c1. Reaction SMILES: [CH3:1][c:2]1[cH:3][c:4]([OH:5])[cH:6][c:7]([OH:8])[cH:9]1.[Cl:10][c:11]1[n:12][c:13](-[c:25]2[c:26]([CH3:32])[cH:27][c:28]([CH3:31])[cH:29][cH:30]2)[n:14][c:15](-[c:17]2[c:18]([CH3:24])[cH:19][c:20]([CH3:23])[cH:21][cH:22]2)[n:16]1>>[CH3:1][c:2]1[c:3](-[c:11]2[n:12][c:13](-[c:25]3[c:26]([CH3:32])[cH:27][c:28]([CH3:31])[cH:29][cH:30]3)[n:14][c:15](-[c:17]3[c:18]([CH3:24])[cH:19][c:20]([CH3:23])[cH:21][cH:22]3)[n:16]2)[c:4]([OH:5])[cH:6][c:7]([OH:8])[cH:9]1. Starting materials: C1CCOC1, COC(=O)Cl, CS(=O)(=O)CCC(N)C(=O)O, [Na+], [OH-], O. The product is COC(=O)NC(CCS(C)(=O)=O)C(=O)O. RXN SMILES: [CH2:20]1[O:21][CH2:22][CH2:23][CH2:24]1.[Cl:1][C:2](=[O:3])[O:4][CH3:5].[NH2:6][CH:7]([C:8](=[O:9])[OH:10])[CH2:11][CH2:12][S:13](=[O:14])(=[O:15])[CH3:16].[Na+:18].[OH-:17].[OH2:19]>>[C:2](=[O:3])([O:4][CH3:5])[NH:6][CH:7]([C:8](=[O:9])[OH:10])[CH2:11][CH2:12][S:13](=[O:14])(=[O:15])[CH3:16]. Starting materials: ClC1=NC=C(C=N1)C1=CC=C(C=C1)OC(F)F (2-chloro-5-(4-(difluoromethoxy)phenyl)pyrimidine), NC=1C=C(C=CC1)CO ((3-aminophenyl)methanol), CC=1C=CC(=CC1)S(=O)(=O)O (p-TSA). Solvent: C(=O)([O-])[O-].[Na+].[Na+] (Na2CO3), O1CCOCC1 (1,4-dioxane). Run at temperature 105 celsius. Yields the product FC(OC1=CC=C(C=C1)C=1C=NC(=NC1)NC=1C=C(C=CC1)CO)F ((3-(5-(4-(difluoromethoxy)phenyl)pyrimidin-2-ylamino)phenyl)methanol). RXN SMILES: Cl[C:2]1[N:7]=[CH:6][C:5]([C:8]2[CH:13]=[CH:12][C:11]([O:14][CH:15]([F:17])[F:16])=[CH:10][CH:9]=2)=[CH:4][N:3]=1.[NH2:18][C:19]1[CH:20]=[C:21]([CH2:25][OH:26])[CH:22]=[CH:23][CH:24]=1.CC1C=CC(S(O)(=O)=O)=CC=1>O1CCOCC1.C([O-])([O-])=O.[Na+].[Na+]>[F:16][CH:15]([F:17])[O:14][C:11]1[CH:12]=[CH:13][C:8]([C:5]2[CH:4]=[N:3][C:2]([NH:18][C:19]3[CH:20]=[C:21]([CH2:25][OH:26])[CH:22]=[CH:23][CH:24]=3)=[N:7][CH:6]=2)=[CH:9][CH:10]=1 |f:4.5.6|. Procedure: To a mixture of 2-chloro-5-(4-(difluoromethoxy)phenyl)pyrimidine 30 (0.40 mmol) and (3-aminophenyl)methanol (0.40 mmol) in 1,4-dioxane (0.5 mL) is added p-TSA (0.4 mmol). The reaction mixture is heated at 105° C. for 2 days. After this time, the reaction mixture is diluted with a solution of 2M Na2CO3 (30 mL) and extracted with DCM (3×30 mL). The organic layer is washed with brine, dried over Na2SO4 and concentrated. Purification by short silica gel chromatography using a hexane:EtOAc=1:2 afford... The reactants are COC1=CC=C(C=C1)N1C(=CC(C2=CC=CC=C12)=O)C1=CC=CC=C1 (1-(4-methoxyphenyl)-2-phenyl-4(1H)-quinolone), C(C1=CC=CC=C1)OC1=CC=C(C=C1)N1C(=CC(C2=CC(=CC=C12)OC)=O)C1=CC=CC=C1 (1-(4-benzyloxyphenyl)-2-phenyl-6-methoxy-4(1H)-quinolone). The product is OC1=CC=C(C=C1)N1C(CCC2=CC(=CC=C12)OC)C1=CC=CC=C1 (1-(4-hydroxyphenyl)-2-phenyl-6-methoxy-1,2,3,4-tetrahydroquinoline). Reaction SMILES: COC1C=CC(N2C3C(=CC=CC=3)C(=O)C=C2C2C=CC=CC=2)=CC=1.C([O:33][C:34]1[CH:39]=[CH:38][C:37]([N:40]2[C:49]3[C:44](=[CH:45][C:46]([O:50][CH3:51])=[CH:47][CH:48]=3)[C:43](=O)[CH:42]=[C:41]2[C:53]2[CH:58]=[CH:57][CH:56]=[CH:55][CH:54]=2)=[CH:36][CH:35]=1)C1C=CC=CC=1>>[OH:33][C:34]1[CH:35]=[CH:36][C:37]([N:40]2[C:49]3[C:44](=[CH:45][C:46]([O:50][CH3:51])=[CH:47][CH:48]=3)[CH2:43][CH2:42][CH:41]2[C:53]2[CH:54]=[CH:55][CH:56]=[CH:57][CH:58]=2)=[CH:38][CH:39]=1. Reported procedure: Following a procedure similar to that described in Example 7, Procedure 2, but substituting for 1-(4-methoxyphenyl)-2-phenyl-4(1H)-quinolone an equivalent amount of 1-(4-benzyloxyphenyl)-2-phenyl-6-methoxy-4(1H)-quinolone there can be obtained 1-(4-hydroxyphenyl)-2-phenyl-6-methoxy-1,2,3,4-tetrahydroquinoline. Starting materials: ClC(=O)OC1=CC=CC=C1 (phenyl chloroformate), C(=O)(Cl)Cl (phosgene), C1(=CC=CC=C1)O (phenol), C1(=CC=CC=C1)O (phenol). Reagents/catalysts: [O-2].[O-2].[Ti+4] (titanium dioxide). The product is C(OC1=CC=CC=C1)(OC1=CC=CC=C1)=O (diphenyl carbonate). The yield is 2036.0%. RXN SMILES: C(Cl)(Cl)=O.[C:5]1([OH:11])[CH:10]=[CH:9][CH:8]=[CH:7][CH:6]=1.Cl[C:13]([O:15][C:16]1[CH:21]=[CH:20][CH:19]=[CH:18][CH:17]=1)=[O:14]>[O-2].[O-2].[Ti+4]>[C:13](=[O:14])([O:15][C:16]1[CH:21]=[CH:20][CH:19]=[CH:18][CH:17]=1)[O:11][C:5]1[CH:10]=[CH:9][CH:8]=[CH:7][CH:6]=1 |f:3.4.5|. Reported procedure: In a plane-joint jar with flow spoilers, a gas-dispersion stirrer and reflux condenser, 0.75 mol/h phosgene was continuously bubbled into 141 g (1.50 moles) of phenol at 140° C. in the presence of 14.1 g (10 wt % relative to phenol) of a powdered titanium dioxide from the Riedel de Haen company. After about 2 h reaction time, the phenol conversion was 12.5%, whereby 0.7 g phenyl chloroformate and 19.5 g diphenyl carbonate were formed. The selectivity to carbonate esters was >99%. Starting materials: CC(CN1C(N(C2=NC(=CC=C21)C2=C(C#N)C=CC(=C2)CO)C)=O)(C)C (2-[1-(2,2-dimethylpropyl)-3-methyl-2-oxo-2,3-dihydro-1H-imidazo[4,5-b]pyridin-5-yl]-4-(hydroxymethyl)benzonitrile), CC(=O)OI1(C2=CC=CC=C2C(=O)O1)(OC(=O)C)OC(=O)C (Dess-Martinperiodinane). The solvent is S(=S)(=O)([O-])[O-].[Na+].[Na+] (sodium thiosulfate), C(Cl)Cl (DCM). Reaction conditions: time 2 hour. Yields the product CC(CN1C(N(C2=NC(=CC=C21)C2=C(C#N)C=CC(=C2)C=O)C)=O)(C)C (2-[1-(2,2-dimethylpropyl)-3-methyl-2-oxo-2,3-dihydro-1H-imidazo[4,5-b]pyridin-5-yl]-4-formylbenzonitrile). Reaction SMILES: [CH3:1][C:2]([CH3:26])([CH3:25])[CH2:3][N:4]1[C:12]2[C:7](=[N:8][C:9]([C:13]3[CH:20]=[C:19]([CH2:21][OH:22])[CH:18]=[CH:17][C:14]=3[C:15]#[N:16])=[CH:10][CH:11]=2)[N:6]([CH3:23])[C:5]1=[O:24].CC(OI1(OC(C)=O)(OC(C)=O)OC(=O)C2C1=CC=CC=2)=O>C(Cl)Cl.S([O-])([O-])(=O)=S.[Na+].[Na+]>[CH3:1][C:2]([CH3:26])([CH3:25])[CH2:3][N:4]1[C:12]2[C:7](=[N:8][C:9]([C:13]3[CH:20]=[C:19]([CH:21]=[O:22])[CH:18]=[CH:17][C:14]=3[C:15]#[N:16])=[CH:10][CH:11]=2)[N:6]([CH3:23])[C:5]1=[O:24] |f:3.4.5|. Procedure: To a microwave vial, 2-[1-(2,2-dimethylpropyl)-3-methyl-2-oxo-2,3-dihydro-1H-imidazo[4,5-b]pyridin-5-yl]-4-(hydroxymethyl)benzonitrile (15-3) (300 mg, 0.86 mmol) and Dess-Martinperiodinane (545 mg, 1.28 mmol) was added under nitrogen and dissolved in DCM (4.3 ml). After stirring for 2 hours, the reaction was diluted with sodium thiosulfate, washed with DCM (3×), and then washed the combined organic layer with brine, dried over sodium sulfate, filtered and concentrated. The mixture was diluted wi...